This data is from the Open Reaction Database (ORD), a public repository of structured organic reaction records. The task is: describe an organic reaction: reactants, conditions, products, and yield The reactants are COc1ccc(C=O)cc1C, CC[O-], CCO, CCOP(=O)(Cc1ccc([N+](=O)[O-])cc1)OCC, [Na+]. The product is COc1ccc(C=Cc2ccc([N+](=O)[O-])cc2)cc1C. RXN SMILES: [CH3:23][c:24]1[cH:25][c:26]([CH:27]=[O:28])[cH:29][cH:30][c:31]1[O:32][CH3:33].[CH3:2][CH2:3][O-:4].[CH3:34][CH2:35][OH:36].[N+:5](=[O:6])([O-:7])[c:8]1[cH:9][cH:10][c:11]([CH2:12][P:13](=[O:14])([O:15][CH2:16][CH3:17])[O:18][CH2:19][CH3:20])[cH:21][cH:22]1.[Na+:1]>>[N+:5](=[O:6])([O-:7])[c:8]1[cH:9][cH:10][c:11]([CH:12]=[CH:27][c:26]2[cH:25][c:24]([CH3:23])[c:31]([O:32][CH3:33])[cH:30][cH:29]2)[cH:21][cH:22]1. Starting materials: C=O, CNC, Cl, O=C1CCCCC1, O. RXN SMILES: [CH2:8]=[O:9].[CH3:11][NH:12][CH3:13].[ClH:10].[O:1]=[C:2]1[CH2:3][CH2:4][CH2:5][CH2:6][CH2:7]1.[OH2:14]>>[O:1]=[C:2]1[CH:3]([CH2:8][N:12]([CH3:11])[CH3:13])[CH2:4][CH2:5][CH2:6][CH2:7]1. Product: CN(C)CC1CCCCC1=O. The reactants are CC1(C)CNCCO1, CCOC(C)=O, CC#N, CCc1cccc(CC)c1-c1cc(Cl)c(CCl)c(C)n1, [K+], [K+], O=C([O-])[O-], O. Product: CCc1cccc(CC)c1-c1cc(Cl)c(CN2CCOC(C)(C)C2)c(C)n1. RXN SMILES: [CH3:21][C:22]1([CH3:28])[O:23][CH2:24][CH2:25][NH:26][CH2:27]1.[CH3:35][CH2:36][O:37][C:38]([CH3:39])=[O:40].[CH3:41][C:42]#[N:43].[Cl:1][c:2]1[c:3]([CH2:19][Cl:20])[c:4]([CH3:18])[n:5][c:6](-[c:8]2[c:9]([CH2:16][CH3:17])[cH:10][cH:11][cH:12][c:13]2[CH2:14][CH3:15])[cH:7]1.[K+:29].[K+:30].[O-:31][C:32]([O-:33])=[O:34].[OH2:44]>>[Cl:1][c:2]1[c:3]([CH2:19][N:26]2[CH2:25][CH2:24][O:23][C:22]([CH3:21])([CH3:28])[CH2:27]2)[c:4]([CH3:18])[n:5][c:6](-[c:8]2[c:9]([CH2:16][CH3:17])[cH:10][cH:11][cH:12][c:13]2[CH2:14][CH3:15])[cH:7]1. The reactants are C(CCO)O (1,3-propanediol), C(C)(C)(C)C=1C=C(C=C(C1O)C(C)(C)C)CCCCCCO (6-(3,5-di-tert.-butyl-4-hydroxyphenyl)hexanol). The product is C(C)(C)(C)C=1C=C(C=C(C1O)C(C)(C)C)CCCO (3-(3,5-di-tert.-butyl-4-hydroxyphenyl) propanol). Isolated yield 35.5%. RXN SMILES: [CH2:1](O)[CH2:2][CH2:3][OH:4].[C:6]([C:10]1[CH:11]=[C:12](CCCCCCO)[CH:13]=[C:14]([C:17]([CH3:20])([CH3:19])[CH3:18])[C:15]=1[OH:16])([CH3:9])([CH3:8])[CH3:7]>>[C:6]([C:10]1[CH:11]=[C:12]([CH2:1][CH2:2][CH2:3][OH:4])[CH:13]=[C:14]([C:17]([CH3:20])([CH3:18])[CH3:19])[C:15]=1[OH:16])([CH3:7])([CH3:9])[CH3:8]. Reported procedure: Substitution of 38 grams (0.5 moles) of 1,3-propanediol for the 1,6-hexanediol of Example 3 and heating the mixture for 5 hours yielded after workup 9.4 grams (35.5% yield) of 3-(3,5-di-tert.-butyl-4-hydroxyphenyl) propanol. The product is a pale yellow oil of a boiling point 135°-140° C. at 0.15 mm. of mercury which crystallized on standing to give a solid with a melting point of 67.5 to 69° C. Reactants: CC(C)(C)OC(=O)OC(C)(C)C, CCOC(C)=O, ClC(Cl)Cl, OC1CCNCC1. The product is CC(C)(C)OC(=O)N1CCC(O)CC1. Reaction SMILES: [C:8]([CH3:9])([CH3:10])([CH3:11])[O:12][C:13]([O:14][C:16]([CH3:17])([CH3:18])[CH3:19])=[O:15].[CH3:24][CH2:25][O:26][C:27](=[O:28])[CH3:29].[CH:20]([Cl:21])([Cl:22])[Cl:23].[OH:1][CH:2]1[CH2:3][CH2:4][NH:5][CH2:6][CH2:7]1>>[OH:1][CH:2]1[CH2:3][CH2:4][N:5]([C:13]([O:12][C:8]([CH3:9])([CH3:10])[CH3:11])=[O:14])[CH2:6][CH2:7]1. The reactants are ClC1=CC=C(C=CCNCCNS(=O)(=O)C=2C=3C=CN=CC3C=CC2)C=C1 (N-[2-(4-Chlorocinnamylamino)ethyl]-5-Isoquinolinesulfonamide), OC1=CC=C(C=O)C=C1 (p-hydroxybenzaldehyde), C(#N)[BH3-].[Na+] (sodium cyanoborohydride). The reagents and catalysts are C(C)(=O)O (acetic acid). Solvent: CO (methanol). Reaction conditions: time 2 day. The product is ClC1=CC=C(C=CCN(CC2=CC=C(C=C2)O)CCNS(=O)(=O)C=2C=3C=CN=CC3C=CC2)C=C1 (N-{2-[4-Chloro-N-(4-Hydroxybenzyl)Cinnamylamino]ethyl}-5-Isoquinolinesulfonamide). Yield: 59.3%. RXN SMILES: [Cl:1][C:2]1[CH:27]=[CH:26][C:5]([CH:6]=[CH:7][CH2:8][NH:9][CH2:10][CH2:11][NH:12][S:13]([C:16]2[C:17]3[CH:18]=[CH:19][N:20]=[CH:21][C:22]=3[CH:23]=[CH:24][CH:25]=2)(=[O:15])=[O:14])=[CH:4][CH:3]=1.[OH:28][C:29]1[CH:36]=[CH:35][C:32]([CH:33]=O)=[CH:31][CH:30]=1.C([BH3-])#N.[Na+]>CO.C(O)(=O)C>[Cl:1][C:2]1[CH:3]=[CH:4][C:5]([CH:6]=[CH:7][CH2:8][N:9]([CH2:10][CH2:11][NH:12][S:13]([C:16]2[C:17]3[CH:18]=[CH:19][N:20]=[CH:21][C:22]=3[CH:23]=[CH:24][CH:25]=2)(=[O:14])=[O:15])[CH2:33][C:32]2[CH:35]=[CH:36][C:29]([OH:28])=[CH:30][CH:31]=2)=[CH:26][CH:27]=1 |f:2.3|. Procedure: 0.2 g of the product of Example 172 and 0.13 g of p-hydroxybenzaldehyde were dissolved in 10 ml of methanol, to the solution were added 60 mg of sodium cyanoborohydride and two drops of acetic acid, and the mixture was stirred for 2 days at a room temperature. The reaction mixture was concentrated under a reduced pressure, and after adding a saturated sodium chloride aqueous solution, extracted three times with 20 ml of ethyl acetate. The extracts were combined, washed with sodium chloride, drie...